Dataset: the Open Reaction Database (ORD), a public repository of structured organic reaction records. Task: describe an organic reaction: reactants, conditions, products, and yield Reactants: FC1=C(C(=O)O)C(=CC(=C1)[N+](=O)[O-])F (2,6-difluoro-4-nitrobenzoic acid), [H][H] (hydrogen). Reagents/catalysts: [Pd] (palladium-on-charcoal). Solvent: C(C)O (ethanol). The product is NC1=CC(=C(C(=O)O)C(=C1)F)F (4-amino-2,6-difluorobenzoic acid). The yield is 91.0%. RXN SMILES: [F:1][C:2]1[CH:10]=[C:9]([N+:11]([O-])=O)[CH:8]=[C:7]([F:14])[C:3]=1[C:4]([OH:6])=[O:5].[H][H]>[Pd].C(O)C>[NH2:11][C:9]1[CH:8]=[C:7]([F:14])[C:3]([C:4]([OH:6])=[O:5])=[C:2]([F:1])[CH:10]=1. Reported procedure: A mixture of 2,6-difluoro-4-nitrobenzoic acid (2.5 g, 12 mmol) and 10% palladium-on-charcoal catalyst (500 mg) in ethanol (I50 ml) was stirred under 1 atmosphere of hydrogen at ambient temperature for 3 hours. The catalyst was removed by filtration through diatomaceous earth, the filter pad washed with ethanol and the solvent removed by evaporation to give 4-amino-2,6-difluorobenzoic acid (3-8 g, 91%). The reactants are OC=1C2C(NC(C1C#N)=O)SC=C2C2=CC=C(C=C2)CO (4-Hydroxy-3-(4-hydroxymethyl-phenyl)-6-oxo-3a,6,7,7a-tetrahydro-thieno[2,3-b]pyridine-5-carbonitrile), C[N+]1(CCOCC1)[O-] (4-methylmorpholine N-oxide), alcohol. The reagents and catalysts are [Ru](=O)(=O)(=O)[O-].C(CC)[N+](CCC)(CCC)CCC (Tetrapropylammonium perruthenate). The solvent is ClCCl.CN(C(C)=O)C (dichloromethane N,N-dimethylacetamide). Product: C(=O)C1=CC=C(C=C1)C1=CSC2NC(C(=C(C21)O)C#N)=O (3-(4-Formyl-phenyl)-4-hydroxy-6-oxo-3 a,6,7,7a-tetrahydro-thieno[2,3-b]pyridine-5-carbonitrile). As a reaction SMILES: [OH:1][C:2]1[CH:3]2[C:13]([C:14]3[CH:19]=[CH:18][C:17]([CH2:20][OH:21])=[CH:16][CH:15]=3)=[CH:12][S:11][CH:4]2[NH:5][C:6](=[O:10])[C:7]=1[C:8]#[N:9].C[N+]1([O-])CCOCC1>[Ru]([O-])(=O)(=O)=O.C([N+](CCC)(CCC)CCC)CC.ClCCl.CN(C)C(=O)C>[CH:20]([C:17]1[CH:18]=[CH:19][C:14]([C:13]2[CH:3]3[CH:4]([NH:5][C:6](=[O:10])[C:7]([C:8]#[N:9])=[C:2]3[OH:1])[S:11][CH:12]=2)=[CH:15][CH:16]=1)=[O:21] |f:2.3,4.5|. Reported procedure: Tetrapropylammonium perruthenate (0.16 g, 0.46 mmol) was added to a solution of 4-Hydroxy-3-(4-hydroxymethyl-phenyl)-6-oxo-3a,6,7,7a-tetrahydro-thieno[2,3-b]pyridine-5-carbonitrile (0.55 g, 1.84 mmol) and 4-methylmorpholine N-oxide (0.65 g, 5.52 mmol) in 2:1 mixture of dichloromethane/N,N-dimethylacetamide (33 mL) at room temperature. The reaction was stirred till complete consumption of the starting alcohol, filtered over celite, filtrate washed with 1N HCl, dried (MgSO4) and concentrated to a ... Reactants: S1C=C(C=C1)C1=CC=C(C=C1)C(CNS(=O)(=O)C=C)C (N-2-(4-(3-thienyl)phenyl)propyl ethenesulfonamide). Reagents/catalysts: [Pd] (palladium on carbon). Solvent: C(C)(=O)OCC (ethyl acetate). Reaction conditions: time 4 hour. Product: S1C=C(C=C1)C1=CC=C(C=C1)C(CNS(=O)(=O)CC)C (N-2-(4-(3-thienyl)phenyl)propyl ethanesulfonamide). The yield is 99.4%. As a reaction SMILES: [S:1]1[CH:5]=[CH:4][C:3]([C:6]2[CH:11]=[CH:10][C:9]([CH:12]([CH3:20])[CH2:13][NH:14][S:15]([CH:18]=[CH2:19])(=[O:17])=[O:16])=[CH:8][CH:7]=2)=[CH:2]1>[Pd].C(OCC)(=O)C>[S:1]1[CH:5]=[CH:4][C:3]([C:6]2[CH:7]=[CH:8][C:9]([CH:12]([CH3:20])[CH2:13][NH:14][S:15]([CH2:18][CH3:19])(=[O:17])=[O:16])=[CH:10][CH:11]=2)=[CH:2]1. Procedure: A solution of 0.024 g (0.078 mmol) of material from Example 130 and 5 mg 5% palladium on carbon in 5 mL ethyl acetate was degassed three times under a hydrogen balloon and stirred at room temperature for 4 hr. The mixture was filtered and concentrated in vacuo. The residue was recrystallized from ether and hexane to afford 0.024 g (99%) of the title compound. Reactants: BrB(Br)Br, COc1ccc(-c2nn3c(NC4CCCC4)cccc3c2-c2ccnc(NC3CCCC3)n2)cc1, ClCCl. Yields the product Oc1ccc(-c2nn3c(NC4CCCC4)cccc3c2-c2ccnc(NC3CCCC3)n2)cc1. Reaction SMILES: [B:36]([Br:37])([Br:38])[Br:39].[CH:1]1([NH:6][c:7]2[cH:8][cH:9][cH:10][c:11]3[n:12]2[n:13][c:14](-[c:28]2[cH:29][cH:30][c:31]([O:34][CH3:35])[cH:32][cH:33]2)[c:15]3-[c:16]2[n:17][c:18]([NH:22][CH:23]3[CH2:24][CH2:25][CH2:26][CH2:27]3)[n:19][cH:20][cH:21]2)[CH2:2][CH2:3][CH2:4][CH2:5]1.[Cl:40][CH2:41][Cl:42]>>[CH:1]1([NH:6][c:7]2[cH:8][cH:9][cH:10][c:11]3[n:12]2[n:13][c:14](-[c:28]2[cH:29][cH:30][c:31]([OH:34])[cH:32][cH:33]2)[c:15]3-[c:16]2[n:17][c:18]([NH:22][CH:23]3[CH2:24][CH2:25][CH2:26][CH2:27]3)[n:19][cH:20][cH:21]2)[CH2:2][CH2:3][CH2:4][CH2:5]1. Starting materials: CCC(C)(C)C(=O)O[C@H]1C[C@H](C=C2[C@H]1[C@H]([C@H](C=C2)C)CC[C@H](C[C@H](CC(=O)[O-])O)O)C.[NH4+] (Simvastatin ammonium salt), O (Water), S(=O)(=O)(O)[O-].[K+] (potassium hydrogen sulfate), O (water). Solvent: C(C)#N (acetonitrile). Conditions: temperature 42.5 celsius, time 3.5 hour. Product: CCC(C)(C)C(=O)O[C@H]1C[C@H](C=C2[C@H]1[C@H]([C@H](C=C2)C)CC[C@@H]3C[C@H](CC(=O)O3)O)C (simvastatin). RXN SMILES: [CH3:1][CH2:2][C:3]([C:6]([O:8][C@@H:9]1[C@@H:14]2[C@@H:15]([CH2:20][CH2:21][C@@H:22](O)[CH2:23][C@@H:24]([OH:29])[CH2:25][C:26]([O-:28])=[O:27])[C@@H:16]([CH3:19])[CH:17]=[CH:18][C:13]2=[CH:12][C@H:11]([CH3:31])[CH2:10]1)=O)([CH3:5])[CH3:4].[NH4+].S([O-])(O)(=O)=O.[K+].[OH2:39]>C(#N)C>[CH3:1][CH2:2][C:3]([C:6]([O:8][C@@H:9]1[C@@H:14]2[C@@H:15]([CH2:20][CH2:21][C@H:22]3[O:28][C:26](=[O:27])[CH2:25][C@H:24]([OH:29])[CH2:23]3)[C@@H:16]([CH3:19])[CH:17]=[CH:18][C:13]2=[CH:12][C@H:11]([CH3:31])[CH2:10]1)=[O:39])([CH3:4])[CH3:5] |f:0.1,2.3|. Procedure: Simvastatin ammonium salt (25 g) was taken in acetonitrile (100 ml) under nitrogen atmosphere. To the reaction mixture, potassium hydrogen sulfate (18.7 g) taken in water (50 ml) was added. The reaction mixture was stirred for 3-4 hours at 40-45° C. Water (250 ml) was added to the reaction mixture under stirring. The resulting lactonized product obtained was filtered and washed with water, dried under vacuum to yield crude simvastatin. The crude simvastatin was recrystallized from methanol and w... Reactants: CC(=O)C=C (Methylvinyl ketone), C(C)OC(CCCN)OCC (4,4-diethoxybutylamine), Cl (hydrochloric acid). The solvent is C(C)OCC (diethyl ether). Run at time 1 hour. Yields the product C1CCN2CCC(CC12)=O (7-Octahydroindolizinone). Yield: 93.3%. Reaction SMILES: [CH3:1][C:2]([CH:4]=[CH2:5])=[O:3].C(O[CH:9](OCC)[CH2:10][CH2:11][CH2:12][NH2:13])C.Cl>C(OCC)C>[CH2:11]1[CH:12]2[N:13]([CH2:5][CH2:4][C:2](=[O:3])[CH2:1]2)[CH2:9][CH2:10]1. Procedure details: Methylvinyl ketone (18.0 g, 256 mmol) was added dropwise to a solution of the 4,4-diethoxybutylamine (24.8 g, 154 mmol) in diethyl ether at 0° C. and stirred for one hour. The reaction was allowed to warm to room temperature and stir for 2 hours. The reaction was poured into 350 ml of 2N hydrochloric acid and the layers were separated. The aqueous layer was heated on a steam bath for 1 hour and then allowed to stir at 40° C. for 18 hours. The reaction was made basic with a sodium hydroxide solut... Reactants: CCOc1cc(CO)c(C#N)c(F)c1OCC, CCOC(C)=O, COCCOC, O, BrP(Br)Br. Yields the product CCOc1cc(CBr)c(C#N)c(F)c1OCC. RXN SMILES: [CH2:5]([CH3:6])[O:7][c:8]1[c:9]([F:21])[c:10]([C:11]#[N:12])[c:13]([CH2:19][OH:20])[cH:14][c:15]1[O:16][CH2:17][CH3:18].[CH3:22][CH2:23][O:24][C:25](=[O:26])[CH3:27].[CH3:29][O:30][CH2:31][CH2:32][O:33][CH3:34].[OH2:28].[P:1]([Br:2])([Br:3])[Br:4]>>[Br:2][CH2:19][c:13]1[c:10]([C:11]#[N:12])[c:9]([F:21])[c:8]([O:7][CH2:5][CH3:6])[c:15]([O:16][CH2:17][CH3:18])[cH:14]1. The reactants are C(C)(C)(C)OC(=O)NN=CNOCC[C@@H](C(=O)N(C)OC)NC(=O)OCC1=CC=CC=C1 ((2S)-4-({[(tert-butoxy)carbonylamino]iminomethyl}aminooxy)-N-methoxy-N-methyl-2-[(phenylmethoxy)carbonylamino] butanamide), amine, C(Cl)(Cl)Cl (chloroform). The reagents and catalysts are [Pd] (Pd/C). Run in CO (methanol). Yields the product N[C@H](C(=O)N(C)OC)CCONC=NNC(=O)OC(C)(C)C ((2S)-2-Amino-4-({[(tert-butoxy)carbonylamino]iminomethy}aminooxy)-N-methoxy-N-methylbutanamide). Isolated yield 92.8%. RXN SMILES: [C:1]([O:5][C:6]([NH:8][N:9]=[CH:10][NH:11][O:12][CH2:13][CH2:14][C@H:15]([NH:22]C(OCC1C=CC=CC=1)=O)[C:16]([N:18]([O:20][CH3:21])[CH3:19])=[O:17])=[O:7])([CH3:4])([CH3:3])[CH3:2].C(Cl)(Cl)Cl>CO.[Pd]>[NH2:22][C@@H:15]([CH2:14][CH2:13][O:12][NH:11][CH:10]=[N:9][NH:8][C:6]([O:5][C:1]([CH3:4])([CH3:3])[CH3:2])=[O:7])[C:16]([N:18]([O:20][CH3:21])[CH3:19])=[O:17]. Procedure details: A suspension of (2S)-4-({[(tert-butoxy)carbonylamino]iminomethyl}aminooxy)-N-methoxy-N-methyl-2-[(phenylmethoxy)carbonylamino] butanamide (120 mg, 0.27 mmol), as prepared in the preceding step, and 10% Pd/C (18 mg) in methanol (5.0 mL) and chloroform (158 mL, 1.32 mmol) was hydrogenated with a balloon until all starting amine was consumed (in about 6 to 7 h). The mixture was filtered through Celite. The filtrate was concentrated to give the title compound (80 mg, 95% yield) as a colorless oil. M...